This data is from the Open Reaction Database (ORD), a public repository of structured organic reaction records. The task is: describe an organic reaction: reactants, conditions, products, and yield Reactants: C(C1=CC=CC=C1)N1CCC(CC1)O (1-benzyl-4-hydroxypiperidine), CC(C)([O-])C.[K+] (potassium tert-butoxide), ice water, Cl (hydrochloric acid), C1C(C2=CC=CC=C2)O1 (styrene oxide). Solvent: CS(=O)C (dimethyl sulfoxide), C(C)(=O)OCC (ethyl acetate). Reaction conditions: temperature 80 celsius, time 3 hour. Product: Cl.C(C1=CC=CC=C1)N1CCC(CC1)OCC(O)C1=CC=CC=C1 (2-(1-benzylpiperidin-4-yloxy)-1-phenylethanol hydrochloride). As a reaction SMILES: [CH2:1]([N:8]1[CH2:13][CH2:12][CH:11]([OH:14])[CH2:10][CH2:9]1)[C:2]1[CH:7]=[CH:6][CH:5]=[CH:4][CH:3]=1.CC(C)([O-])C.[K+].[CH2:21]1[O:29][CH:22]1[C:23]1[CH:28]=[CH:27][CH:26]=[CH:25][CH:24]=1.[ClH:30]>C(OCC)(=O)C.CS(C)=O>[ClH:30].[CH2:1]([N:8]1[CH2:13][CH2:12][CH:11]([O:14][CH2:21][CH:22]([C:23]2[CH:28]=[CH:27][CH:26]=[CH:25][CH:24]=2)[OH:29])[CH2:10][CH2:9]1)[C:2]1[CH:3]=[CH:4][CH:5]=[CH:6][CH:7]=1 |f:1.2,7.8|. Reported procedure: A mixture of 5.00 g of 1-benzyl-4-hydroxypiperidine, 1.97 g of potassium tert-butoxide and 4 ml of dimethyl sulfoxide was heated to 80° C. Thereto was dropwise added 2.10 g of styrene oxide over 40 minutes. The resulting mixture was stirred for 3 hours at the same temperature. The reaction mixture was added to a mixture of 100 ml of ice water and 80 ml of ethyl acetate. The mixture was adjusted to pH 11.5 with 6N hydrochloric acid. The organic layer was separated, washed with water and a saturat... Reactants: O=C([O-])O, CCOC(=O)N1CCNCC1, Cc1ccc2c(c1)CC(=O)c1cc(C)ccc1O2, [Cl-], [Cl-], [Cl-], [Cl-], [Na+], O, [Ti+4], c1ccccc1. Product: CCOC(=O)N1CCN(C2=Cc3cc(C)ccc3Oc3ccc(C)cc32)CC1. Reaction SMILES: [C:36](=[O:37])([OH:38])[O-:39].[CH2:25]([CH3:26])[O:27][C:28](=[O:29])[N:30]1[CH2:31][CH2:32][NH:33][CH2:34][CH2:35]1.[CH3:7][c:8]1[cH:9][c:10]2[c:11]([cH:23][cH:24]1)[O:12][c:13]1[c:14]([cH:18][c:19]([CH3:22])[cH:20][cH:21]1)[C:15](=[O:17])[CH2:16]2.[Cl-:41].[Cl-:43].[Cl-:44].[Cl-:45].[Na+:40].[OH2:46].[Ti+4:42].[cH:1]1[cH:2][cH:3][cH:4][cH:5][cH:6]1>>[CH3:7][c:8]1[cH:9][c:10]2[c:11]([cH:23][cH:24]1)[O:12][c:13]1[c:14]([cH:18][c:19]([CH3:22])[cH:20][cH:21]1)[C:15]([N:33]1[CH2:32][CH2:31][N:30]([C:28]([O:27][CH2:25][CH3:26])=[O:29])[CH2:35][CH2:34]1)=[CH:16]2. Starting materials: N (NH3), FC(C=1C=C(C=C(C1)C(F)(F)F)S(=O)(=O)Cl)(F)F (3,5-bis(trifluoromethyl)-benzene-sulfonylchloride). Product: FC(C=1C=C(C=C(C1)C(F)(F)F)S(=O)(=O)N)(F)F (3,5-Bis-trifluoromethyl-benzene sulfonamide). RXN SMILES: [NH3:1].[F:2][C:3]([F:19])([F:18])[C:4]1[CH:5]=[C:6]([S:14](Cl)(=[O:16])=[O:15])[CH:7]=[C:8]([C:10]([F:13])([F:12])[F:11])[CH:9]=1>>[F:2][C:3]([F:19])([F:18])[C:4]1[CH:5]=[C:6]([S:14]([NH2:1])(=[O:16])=[O:15])[CH:7]=[C:8]([C:10]([F:13])([F:12])[F:11])[CH:9]=1. Reported procedure: An aqueous solution of NH3 (32%) is added at RT to a solution of 3,5-bis(trifluoromethyl)-benzene-sulfonylchloride in EtAc. The mixture obtained is stirred and two phases are obtained and are separated. The organic layer obtained is washed with 1 N HCl and H2O, and dried. Solvent of the organic solution obtained is evaporated. 3,5-Bis-trifluoromethyl-benzene sulfonamide is obtained.